This data is from the Open Reaction Database (ORD), a public repository of structured organic reaction records. The task is: describe an organic reaction: reactants, conditions, products, and yield Starting materials: I[Si](C)(C)C (iodotrimethylsilane), C[Si](C)(C)OC(=O)C1=C(CS[C@H]2N1C(C2N[Si](C)(C)C)=O)C=CCOC=O (7-trimethylsilylamino-3-(3-formyloxy-1-propen-1-yl)-3-cephem-4-carboxylic acid trimethylsilyl ester). Run in ClCCl (dichloromethane). Conditions: time 2 hour. The product is C[Si](C)(C)OC(=O)C1=C(CS[C@H]2N1C(C2N[Si](C)(C)C)=O)C=CCI (7-Trimethylsilylamino-3-(3-iodo-1-propen-1-yl)-3-cephem-4-carboxylic acid trimethylsilyl ester). RXN SMILES: [I:1][Si](C)(C)C.[CH3:6][Si:7]([O:10][C:11]([C:13]1[N:18]2[C:19](=[O:26])[CH:20]([NH:21][Si:22]([CH3:25])([CH3:24])[CH3:23])[C@H:17]2[S:16][CH2:15][C:14]=1[CH:27]=[CH:28][CH2:29]OC=O)=[O:12])([CH3:9])[CH3:8]>ClCCl>[CH3:6][Si:7]([O:10][C:11]([C:13]1[N:18]2[C:19](=[O:26])[CH:20]([NH:21][Si:22]([CH3:25])([CH3:24])[CH3:23])[C@H:17]2[S:16][CH2:15][C:14]=1[CH:27]=[CH:28][CH2:29][I:1])=[O:12])([CH3:9])[CH3:8]. Procedure details: 2.5 ml of iodotrimethylsilane are added at 0° to the solution of 7-trimethylsilylamino-3-(3-formyloxy-1-propen-1-yl)-3-cephem-4-carboxylic acid trimethylsilyl ester obtained in Example 2a) in dichloromethane, and the solution is stirred for 41/2 hours at 0°. The NMR-spectroscopic data are identical to the data given in Example 1. Starting materials: OC(CBr)c1ccccc1, O=C([O-])O, CCO, [K+], NCCOc1ccc(O)c(C(N)=O)c1. The product is NC(=O)c1cc(OCCNCC(O)c2ccccc2)ccc1O. RXN SMILES: [Br:15][CH2:16][CH:17]([c:18]1[cH:19][cH:20][cH:21][cH:22][cH:23]1)[OH:24].[C:25](=[O:26])([OH:27])[O-:28].[CH3:30][CH2:31][OH:32].[K+:29].[NH2:1][CH2:2][CH2:3][O:4][c:5]1[cH:6][cH:7][c:8]([OH:14])[c:9]([C:10](=[O:11])[NH2:12])[cH:13]1>>[NH:1]([CH2:2][CH2:3][O:4][c:5]1[cH:6][cH:7][c:8]([OH:14])[c:9]([C:10](=[O:11])[NH2:12])[cH:13]1)[CH2:16][CH:17]([c:18]1[cH:19][cH:20][cH:21][cH:22][cH:23]1)[OH:24]. Starting materials: Ic1ccc2[nH]ccc2c1, O=S(=O)(Cl)c1ccc(-c2cnco2)cc1. Product: O=S(=O)(c1ccc(-c2cnco2)cc1)n1ccc2cc(I)ccc21. RXN SMILES: [I:1][c:2]1[cH:3][c:4]2[cH:5][cH:6][nH:7][c:8]2[cH:9][cH:10]1.[o:11]1[cH:12][n:13][cH:14][c:15]1-[c:16]1[cH:17][cH:18][c:19]([S:22](=[O:23])(=[O:24])[Cl:25])[cH:20][cH:21]1>>[I:1][c:2]1[cH:3][c:4]2[cH:5][cH:6][n:7]([S:22]([c:19]3[cH:18][cH:17][c:16](-[c:15]4[o:11][cH:12][n:13][cH:14]4)[cH:21][cH:20]3)(=[O:23])=[O:24])[c:8]2[cH:9][cH:10]1. Reactants: O (water), [H-].[Na+] (sodium hydride), ClC=1C=C(C(=CC1C)[N+](=O)[O-])C (3-chloro-6-nitro-p-xylene), C(C)(C)(C)C=1C=C(C=CC1)O (3-tert-butylphenol). Solvent: CN1C(CCC1)=O (N-methylpyrrolidinone). Run at temperature 80 celsius, time 5 hour. Yields the product [N+](=O)([O-])C1=C(C=C(C(=C1)C)OC1=CC(=CC=C1)C(C)(C)C)C (2-nitro-5-(3-tert-butylphenoxy)-p-xylene). Reaction SMILES: [H-].[Na+].[C:3]([C:7]1[CH:8]=[C:9]([OH:13])[CH:10]=[CH:11][CH:12]=1)([CH3:6])([CH3:5])[CH3:4].Cl[C:15]1[CH:16]=[C:17]([CH3:25])[C:18]([N+:22]([O-:24])=[O:23])=[CH:19][C:20]=1[CH3:21].O>CN1CCCC1=O>[N+:22]([C:18]1[CH:19]=[C:20]([CH3:21])[C:15]([O:13][C:9]2[CH:10]=[CH:11][CH:12]=[C:7]([C:3]([CH3:6])([CH3:4])[CH3:5])[CH:8]=2)=[CH:16][C:17]=1[CH3:25])([O-:24])=[O:23] |f:0.1|. Procedure details: To a suspension of sodium hydride (0.4 g of 60% in oil) in dry N-methylpyrrolidinone (10 ml) was slowly added 3-tert-butylphenol (1.62 g). When effervescence had ceased, 3-chloro-6-nitro-p-xylene (1.85 g) was added and the mixture stirred at 120-40° C. for 5 hours. On cooling, the mixture was poured into water and the mixture extracted with diethyl ether (×3). The combined ether extracts were dried over magnesium sulphate, filtered and evaporated to give the title compound as a solid. Starting materials: C1(=CC=C(C=C1)C(=O)C1=CC=C2N1CCC2C(=O)OC(C)C)C (isopropyl 5-p-toluoyl-1,2-dihydro-3H-pyrrolo[1,2-a]pyrrole-1-carboxylate), CO (methanol), [OH-].[Na+] (sodium hydroxide). Solvent: O (water). Product: C1(=CC=C(C=C1)C(=O)C1=CC=C2N1CCC2C(=O)O)C (5-p-toluoyl-1,2-dihydro-3H-pyrrolo[1,2-a]pyrrole-1-carboxylic acid). Reaction SMILES: [C:1]1([CH3:23])[CH:6]=[CH:5][C:4]([C:7]([C:9]2[N:13]3[CH2:14][CH2:15][CH:16]([C:17]([O:19]C(C)C)=[O:18])[C:12]3=[CH:11][CH:10]=2)=[O:8])=[CH:3][CH:2]=1.CO.[OH-].[Na+]>O>[C:1]1([CH3:23])[CH:2]=[CH:3][C:4]([C:7]([C:9]2[N:13]3[CH2:14][CH2:15][CH:16]([C:17]([OH:19])=[O:18])[C:12]3=[CH:11][CH:10]=2)=[O:8])=[CH:5][CH:6]=1 |f:2.3|. Procedure: A solution of 250 mg. of isopropyl 5-p-toluoyl-1,2-dihydro-3H-pyrrolo[1,2-a]pyrrole-1-carboxylate in 8 ml. of methanol is treated under an atmosphere of nitrogen, with a solution of 200 mg. of sodium hydroxide in 1 ml. of water, maintaining the reaction mixture at room temperature for 1.5 hours. The methanol is then removed under reduced pressure and the basic solution which remains is diluted with 5 ml. of water and extracted with ether to remove any unsaponifiable product. The aqueous solution... Starting materials: C1=C(C2=NNCCCCCCCC2)CCCCCCCCC1, CCOC(=O)C(C(C)C)P(=O)(OCC)OCC, CC(C)CC1C(C=O)OC(C)(C)N1C(=O)OCc1ccccc1, [Cl-], [Li+], C1CCOC1. Product: CCOC(=O)C(=CC1OC(C)(C)N(C(=O)OCc2ccccc2)C1CC(C)C)C(C)C. RXN SMILES: [C:20]1([C:21]2=[CH:31][CH2:30][CH2:29][CH2:28][CH2:27][CH2:26][CH2:25][CH2:24][CH2:23][CH2:22]2)=[N:41][NH:40][CH2:39][CH2:38][CH2:37][CH2:36][CH2:35][CH2:34][CH2:33][CH2:32]1.[CH2:3]([O:4][P:5]([O:6][CH2:7][CH3:8])(=[O:9])[CH:11]([C:12](=[O:13])[O:14][CH2:15][CH3:16])[CH:17]([CH3:18])[CH3:19])[CH3:10].[CH2:42]([c:43]1[cH:44][cH:45][cH:46][cH:47][cH:48]1)[O:49][C:50](=[O:51])[N:52]1[C:53]([CH3:63])([CH3:64])[O:54][CH:55]([CH:61]=[O:62])[CH:56]1[CH2:57][CH:58]([CH3:59])[CH3:60].[Cl-:2].[Li+:1].[O:65]1[CH2:66][CH2:67][CH2:68][CH2:69]1>>[C:11]([C:12](=[O:13])[O:14][CH2:15][CH3:16])([CH:17]([CH3:18])[CH3:19])=[CH:61][CH:55]1[O:54][C:53]([CH3:63])([CH3:64])[N:52]([C:50]([O:49][CH2:42][c:43]2[cH:44][cH:45][cH:46][cH:47][cH:48]2)=[O:51])[CH:56]1[CH2:57][CH:58]([CH3:59])[CH3:60].